This data is from the Open Reaction Database (ORD), a public repository of structured organic reaction records. The task is: describe an organic reaction: reactants, conditions, products, and yield Starting materials: CCCCO, CCN(C(C)C)C(C)C, Fc1nc(Cl)c2[nH]cnc2n1, NCc1cccc(Cl)c1. The product is Fc1nc(NCc2cccc(Cl)c2)c2nc[nH]c2n1. As a reaction SMILES: [CH2:30]([OH:31])[CH2:32][CH2:33][CH3:34].[CH:12]([N:13]([CH2:14][CH3:15])[CH:16]([CH3:17])[CH3:18])([CH3:19])[CH3:20].[Cl:1][c:2]1[c:3]2[nH:4][cH:5][n:6][c:7]2[n:8][c:9]([F:11])[n:10]1.[Cl:21][c:22]1[cH:23][c:24]([CH2:25][NH2:26])[cH:27][cH:28][cH:29]1>>[c:2]1([NH:26][CH2:25][c:24]2[cH:23][c:22]([Cl:21])[cH:29][cH:28][cH:27]2)[c:3]2[n:4][cH:5][nH:6][c:7]2[n:8][c:9]([F:11])[n:10]1. Starting materials: ClC1=C(C=C2C=C(N(C2=C1)S(=O)(=O)C)C(CSCC)(C)O)F (2-(6-chloro-5-fluoro-1-methanesulfonyl-1H-indol-2-yl)-1-ethylsulfanyl-propan-2-ol), [OH-].[Na+] (sodium hydroxide), [OH-].[Na+] (sodium hydroxide). Reported procedure: To a solution of 2-(6-chloro-5-fluoro-1-methanesulfonyl-1H-indol-2-yl)-1-ethylsulfanyl-propan-2-ol (0.30 g, 0.82 mmol) in methanol (10 mL) was added 4M sodium hydroxide solution (0.4 mL). The reaction was allowed to proceed overnight at room temperature. Complete reaction was not achieved, so additional 1 M sodium hydroxide solution (1 mL) was added and the reaction mixture was heated to 50° C. The reaction mixture was kept at 50° C. for two hours then allowed to stir overnight at room temperatu... Solvent: CO (methanol). Yields the product ClC1=C(C=C2C=C(NC2=C1)C(CSCC)(C)O)F (2-(6-Chloro-5-fluoro-1H-indol-2-yl)-1-ethylsulfanyl-propan-2-ol). As a reaction SMILES: [Cl:1][C:2]1[CH:10]=[C:9]2[C:5]([CH:6]=[C:7]([C:15]([OH:21])([CH3:20])[CH2:16][S:17][CH2:18][CH3:19])[N:8]2S(C)(=O)=O)=[CH:4][C:3]=1[F:22].[OH-].[Na+]>CO>[Cl:1][C:2]1[CH:10]=[C:9]2[C:5]([CH:6]=[C:7]([C:15]([OH:21])([CH3:20])[CH2:16][S:17][CH2:18][CH3:19])[NH:8]2)=[CH:4][C:3]=1[F:22] |f:1.2|. Conditions: temperature 50 celsius, time 8 hour. Starting materials: N=C(NC(=O)OCc1ccccc1)c1ccc(OCCCBr)cc1, COc1ccc(CN2CCNC(=O)C2=O)c(OC)c1, CN(C)C=O, [H-], [Na+]. Product: COc1ccc(CN2CCN(CCCOc3ccc(C(=N)NC(=O)OCc4ccccc4)cc3)C(=O)C2=O)c(OC)c1. RXN SMILES: [Br:22][CH2:23][CH2:24][CH2:25][O:26][c:27]1[cH:28][cH:29][c:30]([C:33]([NH:34][C:35](=[O:36])[O:37][CH2:38][c:39]2[cH:40][cH:41][cH:42][cH:43][cH:44]2)=[NH:45])[cH:31][cH:32]1.[CH3:1][O:2][c:3]1[c:4]([CH2:5][N:6]2[C:7](=[O:13])[C:8](=[O:12])[NH:9][CH2:10][CH2:11]2)[cH:14][cH:15][c:16]([O:18][CH3:19])[cH:17]1.[CH3:46][N:47]([CH3:48])[CH:49]=[O:50].[H-:20].[Na+:21]>>[CH3:1][O:2][c:3]1[c:4]([CH2:5][N:6]2[C:7](=[O:13])[C:8](=[O:12])[N:9]([CH2:23][CH2:24][CH2:25][O:26][c:27]3[cH:28][cH:29][c:30]([C:33]([NH:34][C:35](=[O:36])[O:37][CH2:38][c:39]4[cH:40][cH:41][cH:42][cH:43][cH:44]4)=[NH:45])[cH:31][cH:32]3)[CH2:10][CH2:11]2)[cH:14][cH:15][c:16]([O:18][CH3:19])[cH:17]1. Reactants: C=C(C)C, COC(=O)c1ccc(N)cc1, CC#N, O=Cc1cc(Cl)ccc1Cl, O=S(=O)([O-])C(F)(F)F, O=S(=O)([O-])C(F)(F)F, O=S(=O)([O-])C(F)(F)F, O, [Yb+3]. Product: COC(=O)c1ccc2c(c1)C(C)(C)CC(c1cc(Cl)ccc1Cl)N2. As a reaction SMILES: [CH2:22]=[C:23]([CH3:24])[CH3:25].[CH3:1][O:2][C:3]([c:4]1[cH:5][cH:6][c:7]([NH2:10])[cH:8][cH:9]1)=[O:11].[CH3:51][C:52]#[N:53].[Cl:12][c:13]1[c:14]([CH:15]=[O:16])[cH:17][c:18]([Cl:21])[cH:19][cH:20]1.[F:26][C:27]([F:28])([F:29])[S:30]([O-:31])(=[O:32])=[O:33].[F:35][C:36]([F:37])([F:38])[S:39]([O-:40])(=[O:41])=[O:42].[F:43][C:44]([F:45])([F:46])[S:47]([O-:48])(=[O:49])=[O:50].[OH2:54].[Yb+3:34]>>[CH3:1][O:2][C:3]([c:4]1[cH:5][c:6]2[c:7]([cH:8][cH:9]1)[NH:10][CH:15]([c:14]1[c:13]([Cl:12])[cH:20][cH:19][c:18]([Cl:21])[cH:17]1)[CH2:22][C:23]2([CH3:24])[CH3:25])=[O:11]. Procedure: In the way described in B(1), 0.33 mol Z-Thr-OH and 0.35 mol H-Pro-OtBu are coupled with the aid of HOBt and DCCI in DMF. Yield 64%; melting point 65°-67° C. The Z-Thr-Pro-OtBu obtained in this way is hydrogenated in the way described above (see B.3.b.). Isolated yield 64.0%. Yields the product N([C@@H]([C@H](O)C)C(=O)N1[C@H](C(=O)OC(C)(C)C)CCC1)C(=O)OCC1=CC=CC=C1 (Z-Thr-Pro-OtBu). The solvent is CN(C)C=O (DMF). Starting materials: N([C@@H]([C@H](O)C)C(=O)O)C(=O)OCC1=CC=CC=C1 (Z-Thr-OH), C1CCC(CC1)N=C=NC2CCCCC2 (DCCI), N1[C@H](C(=O)OC(C)(C)C)CCC1 (H-Pro-OtBu), C=1C=CC2=C(C1)N=NN2O (HOBt). RXN SMILES: [NH:1]([C:9]([O:11][CH2:12][C:13]1[CH:18]=[CH:17][CH:16]=[CH:15][CH:14]=1)=[O:10])[C@H:2]([C:6]([OH:8])=O)[C@@H:3]([CH3:5])[OH:4].[NH:19]1[CH2:30][CH2:29][CH2:28][C@H:20]1[C:21]([O:23][C:24]([CH3:27])([CH3:26])[CH3:25])=[O:22].C1C=CC2N(O)N=NC=2C=1.C1CCC(N=C=NC2CCCCC2)CC1>CN(C=O)C>[NH:1]([C:9]([O:11][CH2:12][C:13]1[CH:18]=[CH:17][CH:16]=[CH:15][CH:14]=1)=[O:10])[C@H:2]([C:6]([N:19]1[CH2:30][CH2:29][CH2:28][C@H:20]1[C:21]([O:23][C:24]([CH3:26])([CH3:27])[CH3:25])=[O:22])=[O:8])[C@@H:3]([CH3:5])[OH:4]. The reactants are Cl (HCl), [OH-].[Na+] (NaOH), C1(=CC=CC=C1)C=1N=C(NC1)C(C)N (1-(4-phenyl-1H-imidazol-2-yl)-ethylamine), COC=1C=C(C=O)C=CC1OC (3,4-dimethoxybenzaldehyde), [BH4-].[Na+] (sodium borohydride). Run in CO (methanol). Reaction conditions: temperature 5 celsius, time 5 minute. Yields the product COC=1C=C(CNC(C)C=2NC=C(N2)C2=CC=CC=C2)C=CC1OC ((3,4-dimethoxy-benzyl)-[1-(4-phenyl-1H-imidazol-2-yl)-ethyl]-amine). Yield: 98.8%. RXN SMILES: [C:1]1([C:7]2[N:8]=[C:9]([CH:12]([NH2:14])[CH3:13])[NH:10][CH:11]=2)[CH:6]=[CH:5][CH:4]=[CH:3][CH:2]=1.[CH3:15][O:16][C:17]1[CH:18]=[C:19]([CH:22]=[CH:23][C:24]=1[O:25][CH3:26])[CH:20]=O.[BH4-].[Na+].Cl.[OH-].[Na+]>CO>[CH3:15][O:16][C:17]1[CH:18]=[C:19]([CH:22]=[CH:23][C:24]=1[O:25][CH3:26])[CH2:20][NH:14][CH:12]([C:9]1[NH:10][CH:11]=[C:7]([C:1]2[CH:2]=[CH:3][CH:4]=[CH:5][CH:6]=2)[N:8]=1)[CH3:13] |f:2.3,5.6|. Reported procedure: A solution of 1-(4-phenyl-1H-imidazol-2-yl)-ethylamine (0.061 g, 0.33 mmol) of Example 1, and 0.55 g (0.33 mmol) of 3,4-dimethoxybenzaldehyde in 5 mL of anhydrous methanol was stirred at room temperature for 1 h and then cooled to about 0-10° C. in an ice bath for 1 h. The reaction was treated carefully with 0.019 g (0.49 mmol) of sodium borohydride in one portion and maintained at about 0-10° C. for 21 h. Cold 2M aqueous HCl was added dropwise (30 drops), the mixture was stirred for 5 min, and ... The reactants are CCN(CC)CCCl.Cl (2-chlorotriethylamine hydrochloride), C([O-])(O)=O.[Na+] (sodium bicarbonate), ClC1=C(C=CC=C1)N1C(NC2=C1C(=CC(=C2)C#N)C(F)(F)F)=O (1-(2-Chlorophenyl)-2-oxo-7-(trifluoromethyl)-2,3-dihydro-1H-benzimidazole-5-carbonitrile), [H-].[Na+] (sodium hydride). Run in CN(C=O)C (N,N-dimethylformamide), C(C)N(CC)CC (triethylamine), CN(C=O)C (N,N-dimethylformamide). Conditions: time 20 minute. The product is FC(C(=O)O)(F)F.ClC1=C(C=CC=C1)N1C(N(C2=C1C(=CC(=C2)C(=O)N)C(F)(F)F)CCN(CC)CC)=O (1-(2-chlorophenyl)-3-[2-(diethylamino)ethyl]-2-oxo-7-(trifluoromethyl)-2,3-dihydro-1H-benzimidazole-5-carboxamide trifluoroacetate). The yield is 6.0%. As a reaction SMILES: [Cl:1][C:2]1[CH:7]=[CH:6][CH:5]=[CH:4][C:3]=1[N:8]1[C:12]2[C:13]([C:19]([F:22])([F:21])[F:20])=[CH:14][C:15]([C:17]#[N:18])=[CH:16][C:11]=2[NH:10][C:9]1=[O:23].[H-].[Na+].[CH3:26][CH2:27][N:28]([CH2:31][CH2:32]Cl)[CH2:29][CH3:30].Cl.[C:35](=[O:38])(O)[O-:36].[Na+]>CN(C)C=O.C(N(CC)CC)C>[F:20][C:19]([F:22])([F:21])[C:35]([OH:36])=[O:38].[Cl:1][C:2]1[CH:7]=[CH:6][CH:5]=[CH:4][C:3]=1[N:8]1[C:12]2[C:13]([C:19]([F:20])([F:21])[F:22])=[CH:14][C:15]([C:17]([NH2:18])=[O:36])=[CH:16][C:11]=2[N:10]([CH2:26][CH2:27][N:28]([CH2:31][CH3:32])[CH2:29][CH3:30])[C:9]1=[O:23] |f:1.2,3.4,5.6,9.10|. Procedure: 1-(2-Chlorophenyl)-2-oxo-7-(trifluoromethyl)-2,3-dihydro-1H-benzimidazole-5-carbonitrile (17.6 mg) was dissolved in N,N-dimethylformamide (1.5 ml), and to the solution was added sodium hydride (2.7 mg). The mixture was stirred at room temperature for 20 minutes. A solution of 2-chlorotriethylamine hydrochloride (11.7 mg) in N,N-dimethylformamide (2 ml) and triethylamine (0.011 ml) were added, and the mixture was stirred at 60-70° C. for 1 hour. After allowing to cool, to the reaction mixture was...